From a dataset of the Open Reaction Database (ORD), a public repository of structured organic reaction records. describe an organic reaction: reactants, conditions, products, and yield The reactants are CCO, CCOC(=O)C(C)(C)CCCOc1ccc(-c2csc(C)n2)cc1, [Na+], [OH-]. The product is Cc1nc(-c2ccc(OCCCC(C)(C)C(=O)[O-])cc2)cs1, [Na+]. As a reaction SMILES: [CH3:27][CH2:28][OH:29].[CH3:3][C:4]([C:5](=[O:6])[O:7][CH2:8][CH3:9])([CH2:10][CH2:11][CH2:12][O:13][c:14]1[cH:15][cH:16][c:17](-[c:20]2[n:21][c:22]([CH3:25])[s:23][cH:24]2)[cH:18][cH:19]1)[CH3:26].[Na+:2].[OH-:1]>>[CH3:3][C:4]([C:5](=[O:6])[O-:7])([CH2:10][CH2:11][CH2:12][O:13][c:14]1[cH:15][cH:16][c:17](-[c:20]2[n:21][c:22]([CH3:25])[s:23][cH:24]2)[cH:18][cH:19]1)[CH3:26].[Na+:2]. Reactants: [N+](=O)(O)[O-] (nitric acid), ClC1=C(C#N)C(=CC=C1)C (2-chloro-6-methylbenzonitrile), ice. Run in ice water. Reaction conditions: time 18 hour. The product is ClC1=C(C#N)C(=C(C=C1)[N+](=O)[O-])C (2-chloro-6-methyl-5-nitrobenzonitrile). Reaction SMILES: [N+:1]([O-:4])(O)=[O:2].[Cl:5][C:6]1[CH:13]=[CH:12][CH:11]=[C:10]([CH3:14])[C:7]=1[C:8]#[N:9]>>[Cl:5][C:6]1[CH:13]=[CH:12][C:11]([N+:1]([O-:4])=[O:2])=[C:10]([CH3:14])[C:7]=1[C:8]#[N:9]. Procedure: Under a nitrogen atmosphere, a stirred solution of aqueous 90% nitric acid was cooled to -35° C., and 40.0 grams (0.264 mole) of 2-chloro-6-methylbenzonitrile was added in one portion. The reaction mixture was then allowed to warm to ambient temperature, where it was stirred for about 18 hours. After this time, the reaction mixture was poured into 3000 mL of ice-water. After the ice melted, the resultant solid was collected by filtration and dried. The NMR spectrum of the solid indicated that it... Reactants: FC=1C=C(C=CC1[N+](=O)[O-])N1C(C=CC=C1)=O (1-(3-fluoro-4-nitro-phenyl)-1H-pyridin-2-one), O.[Sn](Cl)Cl (tin(II)chloride-hydrate). The solvent is C(C)O (ethanol). Product: NC1=C(C=C(C=C1)N1C(C=CC=C1)=O)F (1-(4-amino-3-fluoro-phenyl)-1H-pyridin-2-one). As a reaction SMILES: [F:1][C:2]1[CH:3]=[C:4]([N:11]2[CH:16]=[CH:15][CH:14]=[CH:13][C:12]2=[O:17])[CH:5]=[CH:6][C:7]=1[N+:8]([O-])=O.O.[Sn](Cl)Cl>C(O)C>[NH2:8][C:7]1[CH:6]=[CH:5][C:4]([N:11]2[CH:16]=[CH:15][CH:14]=[CH:13][C:12]2=[O:17])=[CH:3][C:2]=1[F:1] |f:1.2|. Procedure details: 1.8 g (7.7 mmol) 1-(3-fluoro-4-nitro-phenyl)-1H-pyridin-2-one are dissolved in 360 ml of ethanol, combined with 8.7 g (38.4 mmol) tin(II)chloride-hydrate and refluxed for 45 min. The mixture is cooled and concentrated to dryness. The residue is combined with equal amounts of 1N sodium hydroxide solution and ethyl acetate. The precipitate is filtered off, water is added to the filtrate, the organic phase is separated off and the aqueous phase is extracted twice with ethyl acetate. The combined or... Starting materials: C(C)(=O)SCC(C(=O)OCC)CC (Ethyl 2-(acetylthiomethyl)butanoate), C(C1=CC=CC=C1)S (benzyl mercaptan), C1CCOC1 (THF), O (H2O), [N+](CCCC)(CCCC)(CCCC)CCCC.[F-] (Bu4NF), C1CCOC1 (THF). Conditions: time 1 hour. Yields the product C(C1=CC=CC=C1)SCC(C(=O)OC)OC (Methyl 3-(benzylthio)-2-methoxypropanoate). Reaction SMILES: [C:1]([S:4][CH2:5][CH:6](CC)[C:7]([O:9][CH2:10]C)=[O:8])(=O)[CH3:2].[CH2:14](S)[C:15]1C=C[CH:18]=[CH:17][CH:16]=1.[N+](CCCC)(CCCC)(CCCC)CCCC.[F-].O.C1C[O:44][CH2:43]C1>>[CH2:1]([S:4][CH2:5][CH:6]([O:44][CH3:43])[C:7]([O:9][CH3:10])=[O:8])[C:2]1[CH:18]=[CH:17][CH:16]=[CH:15][CH:14]=1 |f:2.3|. Reported procedure: To a solution of the propenoate of Step 1 (26.93 g, 0.23 mmol) in THF (20 mL) at 0° C. was added benzyl mercaptan (23.0 mL, 0.23 mol) followed by 1M THF solution of Bu4NF (20 mL). The mixture was stirred at room temperature for 1 hour. The reaction was poured into H2O and extracted with EtOAc, washed with brine, dried and concentrated to yield the title compound. Although the material is essentially pure it can be distilled under vacuum, b.p. 115°-130° C./1 mmHg.